From a dataset of the Open Reaction Database (ORD), a public repository of structured organic reaction records. describe an organic reaction: reactants, conditions, products, and yield The reactants are C(C=C)OC1(CCN(CC1)C1=C(C(=NC=2N1N=C(C2)C=2C=C(C=CC2)C2=C(C=CC(=C2)F)O[C@@H](C)CC=C)C)[C@@H](C(=O)OC)OC(C)(C)C)C ((S)-methyl 2-(7-(4-(allyloxy)-4-methylpiperidin-1-yl)-2-(5′-fluoro-2′-((S)-pent-4-en-2-yloxy)-[1,1′-biphenyl]-3-yl)-5-methylpyrazolo[1,5-a]pyrimidin-6-yl)-2-(tert-butoxy)acetate), [BH4-].[Na+] (NaBH4). The reagents and catalysts are Cl[Ru]([P](C1CCCCC1)(C2CCCCC2)C3CCCCC3)(=CC4=CC=CC=C4)(Cl)=C5N(C6=C(C)C=C(C)C=C6C)CCN5C7=C(C)C=C(C)C=C7C (Grubbs 2nd generation). The solvent is ClCCCl (DCE), CCOC(=O)C (EtOAc). Reaction conditions: time 1.5 hour. The product is C(C)(C)(C)O[C@H](C(=O)OC)C1=C2N3CCC(OCCCC[C@@H](OC=4C=CC(=CC4C4=CC=CC(C5=NN2C(N=C1C)=C5)=C4)F)C)(CC3)C (Methyl (2S)-2-(tert-butoxy)-2-[(22S)-17-fluoro-4,22,28-trimethyl-21,27-dioxa-1,5,7,8-tetraazahexacyclo[26.2.2.16,9.110,14.02,7.015,20]tetratriaconta-2,4,6(34),8,10(33),11,13,15(20),16,18-decaen-3-yl]acetate). Reaction SMILES: [CH2:1]([O:4][C:5]1([CH3:50])[CH2:10][CH2:9][N:8]([C:11]2[N:16]3[N:17]=[C:18]([C:20]4[CH:21]=[C:22]([C:26]5[CH:31]=[C:30]([F:32])[CH:29]=[CH:28][C:27]=5[O:33][C@H:34]([CH2:36][CH:37]=[CH2:38])[CH3:35])[CH:23]=[CH:24][CH:25]=4)[CH:19]=[C:15]3[N:14]=[C:13]([CH3:39])[C:12]=2[C@H:40]([O:45][C:46]([CH3:49])([CH3:48])[CH3:47])[C:41]([O:43][CH3:44])=[O:42])[CH2:7][CH2:6]1)C=C.[BH4-].[Na+]>ClCCCl.Cl[Ru](=C1N(C2C(C)=CC(C)=CC=2C)CCN1C1C(C)=CC(C)=CC=1C)(Cl)(=CC1C=CC=CC=1)[P](C1CCCCC1)(C1CCCCC1)C1CCCCC1.CCOC(C)=O>[C:46]([O:45][C@@H:40]([C:12]1[C:13]([CH3:39])=[N:14][C:15]2=[CH:19][C:18]3=[N:17][N:16]2[C:11]=1[N:8]1[CH2:7][CH2:6][C:5]([CH3:50])([O:4][CH2:1][CH2:38][CH2:37][CH2:36][C@H:34]([CH3:35])[O:33][C:27]2[CH:28]=[CH:29][C:30]([F:32])=[CH:31][C:26]=2[C:22]2[CH:21]=[C:20]3[CH:25]=[CH:24][CH:23]=2)[CH2:10][CH2:9]1)[C:41]([O:43][CH3:44])=[O:42])([CH3:48])([CH3:47])[CH3:49] |f:1.2,^1:89|. Procedure: A solution of (S)-methyl 2-(7-(4-(allyloxy)-4-methylpiperidin-1-yl)-2-(5′-fluoro-2′-((S)-pent-4-en-2-yloxy)-[1,1′-biphenyl]-3-yl)-5-methylpyrazolo[1,5-a]pyrimidin-6-yl)-2-(tert-butoxy)acetate (0.17 g, 0.25 mmol, 1 equiv) in DCE (50 mL) was heated to 80° C. The Hoyveda Grubbs 2nd generation catalyst (31 mg, 0.05 mmol, 0.2 equiv) was added. The pale green brown solution was stirred for 1.5 h and then allowed to cool to ambient temperature. The reaction was concentrated in vacuo. The dark residue w... Starting materials: NC1=NC(N(C=C1F)S(=O)(=O)C=1N=CN(C1)C)=O (4-amino-5-fluoro-1-(1-methyl-1H-imidazole-4-sulfonyl)-1H-pyrimidin-2-one), CN(C=O)C (N,N-dimethylformamide), COC(N(C)C)OC (dimethylformamide dimethylacetal). Solvent: CCOCC (Et2O). Run at time 16 hour. The product is FC=1C(=NC(N(C1)S(=O)(=O)C=1N=CN(C1)C)=O)N=CN(C)C (N′-[5-fluoro-1-(1-methyl-1H-imidazole-4-sulfonyl)-2-oxo-1,2-dihydro-pyrimidin-4-yl]-N,N-dimethylformamidine). The yield is 69.0%. Reaction SMILES: [NH2:1][C:2]1[C:7]([F:8])=[CH:6][N:5]([S:9]([C:12]2[N:13]=[CH:14][N:15]([CH3:17])[CH:16]=2)(=[O:11])=[O:10])[C:4](=[O:18])[N:3]=1.[CH3:19][N:20]([CH3:23])[CH:21]=O.COC(OC)N(C)C>CCOCC>[F:8][C:7]1[C:2]([N:1]=[CH:19][N:20]([CH3:23])[CH3:21])=[N:3][C:4](=[O:18])[N:5]([S:9]([C:12]2[N:13]=[CH:14][N:15]([CH3:17])[CH:16]=2)(=[O:11])=[O:10])[CH:6]=1. Reported procedure: To an 8 mL screw-cap vial was added 4-amino-5-fluoro-1-(1-methyl-1H-imidazole-4-sulfonyl)-1H-pyrimidin-2-one (80 mg, 0.3 mmol), N,N-dimethylformamide (DMF; 3 mL), and dimethylformamide dimethylacetal (DMF-DMA; 70 mg, 0.6 mmol). The mixture was shaken at room temperature for 16 h, diluted with Et2O and filtered to yield the title product as a light yellow solid (68 mg, 69%): mp 228-232° C. dec; 1H NMR (300 MHz, DMSO-d6) δ 8.67 (s, 1H), 8.25-8.21 (m, 2H), 7.82 (s, 1H), 3.73 (s, 3H), 3.24 (s, 3H), ...